From a dataset of the Open Reaction Database (ORD), a public repository of structured organic reaction records. describe an organic reaction: reactants, conditions, products, and yield Reactants: CN1CCN(CC1)C1=C(C=O)C=CC=C1 (2-(4-methylpiperazin-1-yl)benzaldehyde), ClC1=CC=C(CNC(CC2=CC=CC=C2)=O)C=C1 (N-(4-chlorobenzyl)-phenylacetamide), C[O-].[Na+] (sodium methoxide). The solvent is CN(C=O)C (N,N-dimethylformamide). Product: Cl.ClC1=CC=C(CNC(C(=C)C2=CC=C(C=C2)C2=C(C=CC=C2)N2CCN(CC2)C)=O)C=C1 (N-(4-Chlorobenzyl)-4-[2-(4-methylpiperazin-1-yl)phenyl]-2-phenylacrylamide hydrochloride). Yield: 24.5%. Reaction SMILES: [CH3:1][N:2]1[CH2:7][CH2:6][N:5]([C:8]2[CH:15]=[CH:14][CH:13]=[CH:12][C:9]=2[CH:10]=O)[CH2:4][CH2:3]1.[Cl:16][C:17]1[CH:33]=[CH:32][C:20]([CH2:21][NH:22][C:23](=[O:31])[CH2:24][C:25]2[CH:30]=[CH:29]C=[CH:27][CH:26]=2)=[CH:19][CH:18]=1.[CH3:34][O-].[Na+]>CN(C)C=O>[ClH:16].[Cl:16][C:17]1[CH:18]=[CH:19][C:20]([CH2:21][NH:22][C:23](=[O:31])[C:24]([C:25]2[CH:26]=[CH:27][C:10]([C:9]3[CH:12]=[CH:13][CH:14]=[CH:15][C:8]=3[N:5]3[CH2:6][CH2:7][N:2]([CH3:1])[CH2:3][CH2:4]3)=[CH:29][CH:30]=2)=[CH2:34])=[CH:32][CH:33]=1 |f:2.3,5.6|. Procedure: A mixture of 2-(4-methylpiperazin-1-yl)benzaldehyde (0.091 g, 0.45 mmol), N-(4-chlorobenzyl)-phenylacetamide (0.127 g, 0.49 mmol) and N,N-dimethylformamide (2 mL) was treated with anhydrous sodium methoxide (0.072 g, 1.34 mmol) under a nitrogen atmosphere as above to give the title product as an amorphous solid, (0.029 g). Reactants: CI, [K+], [K+], O=C([O-])[O-], C1CCOC1, O=C1CCOc2cc(O)ccc21. The product is COc1ccc2c(c1)OCCC2=O. RXN SMILES: [CH3:19][I:20].[K+:13].[K+:14].[O-:15][C:16]([O-:17])=[O:18].[O:21]1[CH2:22][CH2:23][CH2:24][CH2:25]1.[OH:1][c:2]1[cH:3][cH:4][c:5]2[c:10]([cH:11]1)[O:9][CH2:8][CH2:7][C:6]2=[O:12]>>[O:1]([c:2]1[cH:3][cH:4][c:5]2[c:10]([cH:11]1)[O:9][CH2:8][CH2:7][C:6]2=[O:12])[CH3:16].